This data is from the Open Reaction Database (ORD), a public repository of structured organic reaction records. The task is: describe an organic reaction: reactants, conditions, products, and yield Reactants: O=C(O)CCc1cnoc1-c1ccc(Cl)c(Br)c1, CO, O=S(=O)(O)O. RXN SMILES: [Br:1][c:2]1[cH:3][c:4](-[c:9]2[c:10]([CH2:14][CH2:15][C:16](=[O:17])[OH:18])[cH:11][n:12][o:13]2)[cH:5][cH:6][c:7]1[Cl:8].[CH3:24][OH:25].[S:19](=[O:20])(=[O:21])([OH:22])[OH:23]>>[Br:1][c:2]1[cH:3][c:4](-[c:9]2[c:10]([CH2:14][CH2:15][C:16](=[O:17])[O:18][CH3:24])[cH:11][n:12][o:13]2)[cH:5][cH:6][c:7]1[Cl:8]. The product is COC(=O)CCc1cnoc1-c1ccc(Cl)c(Br)c1. The reactants are C1(CC(CCC1)=O)=O (1,3 cyclohexandione), CC1=CC2=C(N(C(CO2)C2=CC=CC=C2)N)C=C1 (7-methyl-3-phenyl-2,3-dihydro-4H-1,4-benzoxazin-4-amine), O.C1(=CC=C(C=C1)S(=O)(=O)O)C (p-toluenesulfonic acid monohydrate). The solvent is C1(=CC=CC=C1)C (toluene). Reaction conditions: temperature 106 celsius. Product: CC=1C=C2C=3C(CCCC3N3C2=C(C1)OCC3C3=CC=CC=C3)=O (5-methyl-1-phenyl-1,2,9,10-tetrahydro[1,4]oxazino[2,3,4-jk]carbazol-7(8H)-one). The yield is 51.6%. As a reaction SMILES: [CH3:1][C:2]1[CH:18]=[CH:17][C:5]2[N:6](N)[CH:7]([C:10]3[CH:15]=[CH:14][CH:13]=[CH:12][CH:11]=3)[CH2:8][O:9][C:4]=2[CH:3]=1.[C:19]1(=O)[CH2:24][CH2:23][CH2:22][C:21](=[O:25])[CH2:20]1.O.C1(C)C=CC(S(O)(=O)=O)=CC=1>C1(C)C=CC=CC=1>[CH3:1][C:2]1[CH:18]=[C:17]2[C:5]3=[C:4]([O:9][CH2:8][CH:7]([C:10]4[CH:15]=[CH:14][CH:13]=[CH:12][CH:11]=4)[N:6]3[C:19]3[CH2:24][CH2:23][CH2:22][C:21](=[O:25])[C:20]2=3)[CH:3]=1 |f:2.3|. Procedure details: To a mixture of 7-methyl-3-phenyl-2,3-dihydro-4H-1,4-benzoxazin-4-amine (5.95 g, 24.8 mmol) in toluene (175 mL) is added while stirring 1,3 cyclohexandione (2.86 g, 25.5 mmol). The mixture is heated to 95° C. for 20 min, at which time p-toluenesulfonic acid monohydrate (4.71 g, 24.8 mmol) is added and the temperature is increased to 106° C. for 1 h. The mixture is refluxed for 12 h, then cooled to room temperature and concentrated. The residue is partitioned between CH2Cl2/1N NaOH. The organic l...